Dataset: the Open Reaction Database (ORD), a public repository of structured organic reaction records. Task: describe an organic reaction: reactants, conditions, products, and yield Starting materials: C1COCCN1CCN (1-(2-aminoethyl)morpholine), C12CN(CC(CC1)O2)C2=NC(=NC(=N2)N2CCC(CC2)=O)C2=CC=C(C=C2)NC(=O)NC2=CC=NC=C2 (1-(4-(4-(8-oxa-3-azabicyclo[3.2.1]octan-3-yl)-6-(4-oxopiperidin-1-yl)-1,3,5-triazin-2-yl)phenyl)-3-(pyridin-4-yl)urea), C(=O)(C(F)(F)F)O (TFA). RXN SMILES: [CH:1]12[O:8][CH:5]([CH2:6][CH2:7]1)[CH2:4][N:3]([C:9]1[N:14]=[C:13]([N:15]3[CH2:20][CH2:19][C:18](=O)[CH2:17][CH2:16]3)[N:12]=[C:11]([C:22]3[CH:27]=[CH:26][C:25]([NH:28][C:29]([NH:31][C:32]4[CH:37]=[CH:36][N:35]=[CH:34][CH:33]=4)=[O:30])=[CH:24][CH:23]=3)[N:10]=1)[CH2:2]2.C(O)(C(F)(F)F)=O.[CH2:45]1[N:50]([CH2:51][CH2:52][NH2:53])[CH2:49][CH2:48][O:47][CH2:46]1>>[CH:1]12[O:8][CH:5]([CH2:6][CH2:7]1)[CH2:4][N:3]([C:9]1[N:14]=[C:13]([N:15]3[CH2:16][CH2:17][CH:18]([NH:53][CH2:52][CH2:51][N:50]4[CH2:49][CH2:48][O:47][CH2:46][CH2:45]4)[CH2:19][CH2:20]3)[N:12]=[C:11]([C:22]3[CH:23]=[CH:24][C:25]([NH:28][C:29]([NH:31][C:32]4[CH:37]=[CH:36][N:35]=[CH:34][CH:33]=4)=[O:30])=[CH:26][CH:27]=3)[N:10]=1)[CH2:2]2. Product: C12CN(CC(CC1)O2)C2=NC(=NC(=N2)N2CCC(CC2)NCCN2CCOCC2)C2=CC=C(C=C2)NC(=O)NC2=CC=NC=C2 (1-(4-(4-(8-oxa-3-azabicyclo[3.2.1]octan-3-yl)-6-(4-(2-morpholinoethylamino)piperidin-1-yl)-1,3,5-triazin-2-yl)phenyl)-3-(pyridin-4-yl)urea), tri-TFA. Procedure details: Starting from 1-(4-(4-(8-oxa-3-azabicyclo[3.2.1]octan-3-yl)-6-(4-oxopiperidin-1-yl)-1,3,5-triazin-2-yl)phenyl)-3-(pyridin-4-yl)urea.TFA (50 mg) and 1-(2-aminoethyl)morpholine (0.031 mL) and following the procedure as outlined in example 118, the titled compound was isolated as its tri-TFA salt after HPLC purification; MS (ES+) 615.9 (M+H)+ The reactants are O=C(O)Cc1ccc2c(c1)C(=O)c1ccccc1CO2, Cc1cn(-c2cc(N)cc(C(F)(F)F)c2)cn1. The reagents and catalysts are C1CCC(CC1)N=C=NC2CCCCC2 (DCC). Solvent: CN(C)C=O (DMF), CN(C)C=O (DMF), CN(C)C=O (DMF), CN(C)C=O (DMF), CN(C)C=O (DMF), CN(C)C=O (DMF). Run at temperature 25 celsius, time 2 hour. Yields the product Cc1cn(-c2cc(NC(=O)Cc3ccc4c(c3)C(=O)c3ccccc3CO4)cc(C(F)(F)F)c2)cn1. Yield: 1.2%. Reaction SMILES: Cc1cn(-c2cc(N)cc(C(F)(F)F)c2)cn1.O=C(O)Cc1ccc2c(c1)C(=O)c1ccccc1CO2.C1CCC(CC1)N=C=NC2CCCCC2.CN(C)C=O>>Cc1cn(-c2cc(NC(=O)Cc3ccc4c(c3)C(=O)c3ccccc3CO4)cc(C(F)(F)F)c2)cn1. Reactants: CCn1c(C(C#N)c2cc(C)cc(C#N)c2)c(C(C)C)c(=O)n(COC)c1=O, CSSC, ClCCl. The product is CCn1c(C(C#N)c2cc(C)cc(C#N)c2)c(C(C)C)c(=O)[nH]c1=O. Reaction SMILES: [C:1](#[N:2])[CH:3]([c:4]1[cH:5][c:6]([C:7]#[N:8])[cH:9][c:10]([CH3:12])[cH:11]1)[c:13]1[n:14]([CH2:27][CH3:28])[c:15](=[O:26])[n:16]([CH2:23][O:24][CH3:25])[c:17](=[O:22])[c:18]1[CH:19]([CH3:20])[CH3:21].[CH3:29][S:30][S:31][CH3:32].[Cl:33][CH2:34][Cl:35]>>[C:1](#[N:2])[CH:3]([c:4]1[cH:5][c:6]([C:7]#[N:8])[cH:9][c:10]([CH3:12])[cH:11]1)[c:13]1[n:14]([CH2:27][CH3:28])[c:15](=[O:26])[nH:16][c:17](=[O:22])[c:18]1[CH:19]([CH3:20])[CH3:21]. Reactants: C=C1CCN(C2=CC=CC=C12)NC(=O)OC(C)(C)C (tert-butyl 4-methylene-3,4-dihydro-2H-quinoline-1-carbamate), FS(=O)(=O)C(C(=O)OC)(F)F (methyl fluorosulfonyldifluoroacetate). The reagents and catalysts are [F-].[Na+] (sodium fluoride). The solvent is C1(=CC=CC=C1)C (toluene). The product is FC1(CC12CCN(C1=CC=CC=C21)NC(=O)OC(C)(C)C)F (tert-butyl 2,2-difluoro-2′,3′-dihydro-1′H-spiro[cyclopropane-1,4′-quinoline]-1′-carbamate). The yield is 70.2%. As a reaction SMILES: [CH2:1]=[C:2]1[C:11]2[C:6](=[CH:7][CH:8]=[CH:9][CH:10]=2)[N:5]([NH:12][C:13]([O:15][C:16]([CH3:19])([CH3:18])[CH3:17])=[O:14])[CH2:4][CH2:3]1.FS([C:24]([F:30])([F:29])C(OC)=O)(=O)=O>[F-].[Na+].C1(C)C=CC=CC=1>[F:29][C:24]1([F:30])[C:2]2([C:11]3[C:6](=[CH:7][CH:8]=[CH:9][CH:10]=3)[N:5]([NH:12][C:13]([O:15][C:16]([CH3:19])([CH3:18])[CH3:17])=[O:14])[CH2:4][CH2:3]2)[CH2:1]1 |f:2.3|. Procedure details: 0.275 g of tert-butyl 4-methylene-3,4-dihydro-2H-quinoline-1-carbamate, 0.0028 g of sodium fluoride and 1.5 ml of toluene are placed in a 10 ml round-bottomed flask equipped with a magnetic stirrer and placed under an inert atmosphere. The reaction mixture is heated at reflux for 1 h. 0.449 g of methyl fluorosulfonyldifluoroacetate is subsequently added and the reaction mixture is heated at reflux for 2 h, filtered through celite and then concentrated under reduced pressure. The residue is chrom... The reactants are C([O-])([O-])=O.[K+].[K+] (potassium carbonate), CS(=O)(=O)Cl (Methanesulphonyl chloride), N1=CC=CC=C1 (pyridine), N12CC(C(CC1)CC2)O (Quinuclidin-3-ol). The solvent is ClCCl (dichloromethane). Reaction conditions: temperature 0 celsius, time 20 minute. Yields the product CS(=O)(=O)OC1CN2CCC1CC2 ((±) 3-Methanesulphonyloxy-1-azabicyclo[2.2.2]octane). Isolated yield 97.8%. As a reaction SMILES: [N:1]12[CH2:8][CH2:7][CH:4]([CH2:5][CH2:6]1)[CH:3]([OH:9])[CH2:2]2.[CH3:10][S:11](Cl)(=[O:13])=[O:12].N1C=CC=CC=1.C(=O)([O-])[O-].[K+].[K+]>ClCCl>[CH3:10][S:11]([O:9][CH:3]1[CH:4]2[CH2:7][CH2:8][N:1]([CH2:6][CH2:5]2)[CH2:2]1)(=[O:13])=[O:12] |f:3.4.5|. Procedure details: Quinuclidin-3-ol (10.0 g, 0.0787 mol) was dissolved under N2 in dry dichloromethane (200 ml) and cooled in an ice bath to 0° C. Methanesulphonyl chloride (7.3 ml, 10.8 g, 0.094 mol, 1.2 eq) and dry pyridine (7.64 ml, 7.46 g, 0.094 mol, 1.2 eq) were added and the mixture stirred at 0° C. for 20 min. The solution was then warmed to r.t. and stirred under N2 for 1 h. Saturated aqueous potassium carbonate solution (150 ml) was added, and the organic layer extracted and collected. The aqueous layer w... Starting materials: C(C1=CC=CC=C1)N(C(C1=C(C=C(C=C1)Br)F)=O)CCO (N-benzyl-4-bromo-2-fluoro-N-(2-hydroxyethyl)benzamide), [H-].[Na+] (NaH). The solvent is CN(C)C=O (DMF). Run at temperature 90 celsius. The product is C(C1=CC=CC=C1)N1CCOC2=C(C1=O)C=CC(=C2)Br (4-benzyl-8-bromo-3,4-dihydrobenzo[f][1,4]oxazepin-5(2H)-one). Yield: 84.0%. RXN SMILES: [CH2:1]([N:8]([CH2:19][CH2:20][OH:21])[C:9](=[O:18])[C:10]1[CH:15]=[CH:14][C:13]([Br:16])=[CH:12][C:11]=1F)[C:2]1[CH:7]=[CH:6][CH:5]=[CH:4][CH:3]=1.[H-].[Na+]>CN(C=O)C>[CH2:1]([N:8]1[C:9](=[O:18])[C:10]2[CH:15]=[CH:14][C:13]([Br:16])=[CH:12][C:11]=2[O:21][CH2:20][CH2:19]1)[C:2]1[CH:7]=[CH:6][CH:5]=[CH:4][CH:3]=1 |f:1.2|. Procedure details: To a solution of N-benzyl-4-bromo-2-fluoro-N-(2-hydroxyethyl)benzamide (494 mg, 1.403 mmol) in DMF (14.00 mL) was added NaH (60% in oil) (61.7 mg, 1.543 mmol) slowly. After H2 gas evolved, the reaction mixture was heated at 90° C. for 24 h. After quenched with water, the reaction mixture was extracted with EtOAc. The organic layer was washed with water and brine. After drying over anhydrous sodium sulfate and filtration, the organic layer was evaporated in vacuo. The oily crude 4-benzyl-8-bromo-... The reactants are O=C1CCCCCC1, NCc1cccc(-c2cc(-c3ccc4cn(Cc5ccccc5)nc4c3)c3c(N)ncnn23)c1. The product is Nc1ncnn2c(-c3cccc(CNC4CCCCCC4)c3)cc(-c3ccc4cn(Cc5ccccc5)nc4c3)c12. As a reaction SMILES: [C:35]1(=[O:42])[CH2:36][CH2:37][CH2:38][CH2:39][CH2:40][CH2:41]1.[NH2:1][CH2:2][c:3]1[cH:4][c:5](-[c:9]2[cH:10][c:11](-[c:19]3[cH:20][cH:21][c:22]4[cH:23][n:24]([CH2:28][c:29]5[cH:30][cH:31][cH:32][cH:33][cH:34]5)[n:25][c:26]4[cH:27]3)[c:12]3[c:13]([NH2:18])[n:14][cH:15][n:16][n:17]23)[cH:6][cH:7][cH:8]1>>[NH:1]([CH2:2][c:3]1[cH:4][c:5](-[c:9]2[cH:10][c:11](-[c:19]3[cH:20][cH:21][c:22]4[cH:23][n:24]([CH2:28][c:29]5[cH:30][cH:31][cH:32][cH:33][cH:34]5)[n:25][c:26]4[cH:27]3)[c:12]3[c:13]([NH2:18])[n:14][cH:15][n:16][n:17]23)[cH:6][cH:7][cH:8]1)[CH:35]1[CH2:36][CH2:37][CH2:38][CH2:39][CH2:40][CH2:41]1.